This data is from the Open Reaction Database (ORD), a public repository of structured organic reaction records. The task is: describe an organic reaction: reactants, conditions, products, and yield The reactants are CN(C)C(=O)Oc2ccc1cc(C#N)ccc1c2 (substrate), CCO[Si](OCC)(OCC)c1cccc(C)c1 (effective_coupling_partner). The reagents and catalysts are dcype. Run at temperature 120 celsius, time 12 hour. Yields the product Cc3cccc(c2ccc1cc(C#N)ccc1c2)c3. The reactants are saturated solution, [Cl-].[NH4+] (ammonium chloride), Cl (hydrochloric acid), C(=O)(OC(C)(C)C)N1CCC(CC1)=O (1-boc-4-piperidone), C(CCC)[Li] (n-butyllithium), C(C1=CC=CC=C1)OC1=C(C=C(C(=C1)OCC1=CC=CC=C1)I)F (1,5-bis(benzyloxy)-2-fluoro-4-iodobenzene). Solvent: O1CCCC1 (tetrahydrofuran), CCCCCC (hexane), O1CCCC1 (tetrahydrofuran). Conditions: temperature -70 celsius, time 25 minute. The product is C(C)(C)(C)OC(=O)N1CCC(CC1)C1=C(C=C(C(=C1)F)OCC1=CC=CC=C1)OCC1=CC=CC=C1 (4-(2,4-Bis(benzyloxy)-5-fluorophenyl)piperidine-1-carboxylic acid tert-butyl ester). Reaction SMILES: C([Li])CCC.[CH2:6]([O:13][C:14]1[CH:19]=[C:18]([O:20][CH2:21][C:22]2[CH:27]=[CH:26][CH:25]=[CH:24][CH:23]=2)[C:17](I)=[CH:16][C:15]=1[F:29])[C:7]1[CH:12]=[CH:11][CH:10]=[CH:9][CH:8]=1.[C:30]([N:37]1[CH2:42][CH2:41][C:40](=O)[CH2:39][CH2:38]1)([O:32][C:33]([CH3:36])([CH3:35])[CH3:34])=[O:31].[Cl-].[NH4+].Cl>CCCCCC.O1CCCC1>[C:33]([O:32][C:30]([N:37]1[CH2:42][CH2:41][CH:40]([C:17]2[CH:16]=[C:15]([F:29])[C:14]([O:13][CH2:6][C:7]3[CH:12]=[CH:11][CH:10]=[CH:9][CH:8]=3)=[CH:19][C:18]=2[O:20][CH2:21][C:22]2[CH:27]=[CH:26][CH:25]=[CH:24][CH:23]=2)[CH2:39][CH2:38]1)=[O:31])([CH3:36])([CH3:34])[CH3:35] |f:3.4|. Reported procedure: 4.0 ml (9.9 mmol, 1.2 eq) of 2.5M n-butyllithium in hexane are added to a solution of 3.59 g (8.26 mmol, 1 eq) of 1,5-bis(benzyloxy)-2-fluoro-4-iodobenzene in 40 ml of tetrahydrofuran, cooled to −70° C. The reaction medium is stirred at −70° C. for 25 minutes and 1.97 g (9.9 mmol, 1.2 eq) of 1-boc-4-piperidone in solution in 20 ml of tetrahydrofuran are added. The reaction medium is stirred at −70° C. for 1 hour and is then left to return to ambient temperature overnight. 30 ml of a saturated so... Reactants: COC(=O)c1ccc(CO)cc1-c1ccccc1C, CCO, [Na+], [OH-]. As a reaction SMILES: [CH3:1][O:2][C:3]([c:4]1[c:5](-[c:12]2[c:13]([CH3:18])[cH:14][cH:15][cH:16][cH:17]2)[cH:6][c:7]([CH2:10][OH:11])[cH:8][cH:9]1)=[O:19].[CH3:22][CH2:23][OH:24].[Na+:21].[OH-:20]>>[O:2]=[C:3]([c:4]1[c:5](-[c:12]2[c:13]([CH3:18])[cH:14][cH:15][cH:16][cH:17]2)[cH:6][c:7]([CH2:10][OH:11])[cH:8][cH:9]1)[OH:19]. Product: Cc1ccccc1-c1cc(CO)ccc1C(=O)O. The reactants are BrC(C(SC=1NC(=C(N1)C1=CC=C(C=C1)OC)C1=CC=C(C=C1)OC)(F)F)F (2-(2-bromo-1,1,2-trifluoroethylthio)-4,5-bis(4-methoxyphenyl)imidazole), C(CCC)[SnH](CCCC)CCCC (tri-n-butyltin hydride), C(CCC)[SnH](CCCC)CCCC (tri-n-butyltin hydride). Solvent: C1(=CC=CC=C1)C (toluene). Yields the product COC1=CC=C(C=C1)C=1N=C(NC1C1=CC=C(C=C1)OC)SC(CF)(F)F (4,5-bis(4-Methoxyphenyl)-2-(1,1,2-trifluoroethylthio)imidazole). Reaction SMILES: Br[CH:2]([F:28])[C:3]([F:27])([F:26])[S:4][C:5]1[NH:6][C:7]([C:18]2[CH:23]=[CH:22][C:21]([O:24][CH3:25])=[CH:20][CH:19]=2)=[C:8]([C:10]2[CH:15]=[CH:14][C:13]([O:16][CH3:17])=[CH:12][CH:11]=2)[N:9]=1.C([SnH](CCCC)CCCC)CCC>C1(C)C=CC=CC=1>[CH3:25][O:24][C:21]1[CH:20]=[CH:19][C:18]([C:7]2[N:6]=[C:5]([S:4][C:3]([F:27])([F:26])[CH2:2][F:28])[NH:9][C:8]=2[C:10]2[CH:15]=[CH:14][C:13]([O:16][CH3:17])=[CH:12][CH:11]=2)=[CH:23][CH:22]=1. Procedure: To a solution of 2-(2-bromo-1,1,2-trifluoroethylthio)-4,5-bis(4-methoxyphenyl)imidazole (14.2 g., 0.03 mole) in 150 ml. toluene is added tri-n-butyltin hydride (9.0 g., 0.03 mole). The mixture is refluxed for four hours. Another 9.0 g. (0.03 mole) of tri-n-butyltin hydride is added and the mixture is refluxed overnight. The mixture is then added directly to a column of 2 lb. of silica gel (SilicAR® CC-7). Elution with toluene followed by toluene/ethyl acetate (95/5) gives 6.5 g. of crystalline p... Reactants: CCOC(=O)C(Cc1ccc(OCC(=O)O)cc1)OC, COC(=O)C(Cc1cccc(OCC(=O)OC(C)(C)C)c1)OC. The product is COC(=O)C(Cc1cccc(OCC(=O)O)c1)OC. Reaction SMILES: [CH2:24]([O:25][C:26](=[O:27])[CH:28]([O:29][CH3:30])[CH2:31][c:32]1[cH:33][cH:34][c:35]([O:36][CH2:37][C:38]([OH:39])=[O:40])[cH:41][cH:42]1)[CH3:43].[CH3:1][O:2][C:3]([CH:4]([CH2:5][c:6]1[cH:7][c:8]([O:12][CH2:13][C:14](=[O:15])[O:16][C:17]([CH3:18])([CH3:19])[CH3:20])[cH:9][cH:10][cH:11]1)[O:21][CH3:22])=[O:23]>>[CH3:1][O:2][C:3]([CH:4]([CH2:5][c:6]1[cH:7][c:8]([O:12][CH2:13][C:14](=[O:15])[OH:16])[cH:9][cH:10][cH:11]1)[O:21][CH3:22])=[O:23]. Yields the product ClC1=CC=C(COC2CNCC2)C=C1 (3-(4-Chloro-benzyloxy)-pyrrolidine). Reported procedure: A solution of 3-(4-Chloro-benzyloxy)-pyrrolidine-1-carboxylic acid tert-butyl ester (0.28 g, 0.9 mmol) in aqueous 90% formic acid (7.5 mL) was stirred at (0° C.) for 30 min. then at room temperature overnight. The solvents were removed under reduced pressure and the residue was treated with saturated aqueous potassium carbonate and extracted twice with n-butanol. The combined organic extracts was concentrated and the residue was purified by flash chromatography (SiO2, dichloromethane-methanol-am... As a reaction SMILES: C(OC([N:8]1[CH2:12][CH2:11][CH:10]([O:13][CH2:14][C:15]2[CH:20]=[CH:19][C:18]([Cl:21])=[CH:17][CH:16]=2)[CH2:9]1)=O)(C)(C)C>C(O)=O>[Cl:21][C:18]1[CH:19]=[CH:20][C:15]([CH2:14][O:13][CH:10]2[CH2:11][CH2:12][NH:8][CH2:9]2)=[CH:16][CH:17]=1. Starting materials: C(C)(C)(C)OC(=O)N1CC(CC1)OCC1=CC=C(C=C1)Cl (3-(4-Chloro-benzyloxy)-pyrrolidine-1-carboxylic acid tert-butyl ester). Run in C(=O)O (formic acid). The yield is 68.2%. The reactants are O=C([O-])[O-], COc1ccc(C23Cn4c(C#C[Si](C)(C)C)ccc4C(=O)N2CCN3)cc1, CO, ClCCl, [K+], [K+]. Product: C#Cc1ccc2n1CC1(c3ccc(OC)cc3)NCCN1C2=O. Reaction SMILES: [C:28](=[O:29])([O-:30])[O-:31].[CH3:1][O:2][c:3]1[cH:4][cH:5][c:6]([C:9]23[N:10]([C:11](=[O:24])[c:12]4[n:13]([c:15]([C:18]#[C:19][Si:20]([CH3:21])([CH3:22])[CH3:23])[cH:16][cH:17]4)[CH2:14]2)[CH2:25][CH2:26][NH:27]3)[cH:7][cH:8]1.[CH3:34][OH:35].[Cl:36][CH2:37][Cl:38].[K+:32].[K+:33]>>[CH3:1][O:2][c:3]1[cH:4][cH:5][c:6]([C:9]23[N:10]([C:11](=[O:24])[c:12]4[n:13]([c:15]([C:18]#[CH:19])[cH:16][cH:17]4)[CH2:14]2)[CH2:25][CH2:26][NH:27]3)[cH:7][cH:8]1.